Dataset: the Open Reaction Database (ORD), a public repository of structured organic reaction records. Task: describe an organic reaction: reactants, conditions, products, and yield The reactants are CCC(Br)CC, CCOC(C(=O)NCc1ccc(C#N)cc1)c1c(F)ccc(O)c1F, CN(C)C=O. The product is CCOC(C(=O)NCc1ccc(C#N)cc1)c1c(F)ccc(OC(CC)CC)c1F. RXN SMILES: [Br:26][CH:27]([CH2:28][CH3:29])[CH2:30][CH3:31].[C:1](#[N:2])[c:3]1[cH:4][cH:5][c:6]([CH2:7][NH:8][C:9]([CH:10]([O:11][CH2:12][CH3:13])[c:14]2[c:15]([F:22])[c:16]([OH:21])[cH:17][cH:18][c:19]2[F:20])=[O:23])[cH:24][cH:25]1.[O:32]=[CH:33][N:34]([CH3:35])[CH3:36]>>[C:1](#[N:2])[c:3]1[cH:4][cH:5][c:6]([CH2:7][NH:8][C:9]([CH:10]([O:11][CH2:12][CH3:13])[c:14]2[c:15]([F:22])[c:16]([O:21][CH:27]([CH2:28][CH3:29])[CH2:30][CH3:31])[cH:17][cH:18][c:19]2[F:20])=[O:23])[cH:24][cH:25]1. The reactants are Cc1ccc(NC(=O)C2(c3ccc4c(c3)OC(F)(F)O4)CC2)nc1C1=CCCCC1, CO, [H][H]. Product: Cc1ccc(NC(=O)C2(c3ccc4c(c3)OC(F)(F)O4)CC2)nc1C1CCCCC1. RXN SMILES: [C:1]1([c:7]2[c:8]([CH3:30])[cH:9][cH:10][c:11]([NH:13][C:14](=[O:15])[C:16]3([c:19]4[cH:20][c:21]5[c:22]([cH:28][cH:29]4)[O:23][C:24]([F:26])([F:27])[O:25]5)[CH2:17][CH2:18]3)[n:12]2)=[CH:2][CH2:3][CH2:4][CH2:5][CH2:6]1.[CH3:33][OH:34].[H:31][H:32]>>[CH:1]1([c:7]2[c:8]([CH3:30])[cH:9][cH:10][c:11]([NH:13][C:14](=[O:15])[C:16]3([c:19]4[cH:20][c:21]5[c:22]([cH:28][cH:29]4)[O:23][C:24]([F:26])([F:27])[O:25]5)[CH2:17][CH2:18]3)[n:12]2)[CH2:2][CH2:3][CH2:4][CH2:5][CH2:6]1. Starting materials: O=C(CBr)c1ccccc1, CC1(c2ccccc2)NC(=O)N(C(=O)c2cccc3ccccc23)C1=O, CCOC(C)=O, [H-], [Na+], CN(C)C=O. Product: CC1(c2ccccc2)C(=O)N(C(=O)c2cccc3ccccc23)C(=O)N1CC(=O)c1ccccc1. As a reaction SMILES: [Br:29][CH2:30][C:31](=[O:32])[c:33]1[cH:34][cH:35][cH:36][cH:37][cH:38]1.[CH3:1][C:2]1([c:21]2[cH:22][cH:23][cH:24][cH:25][cH:26]2)[C:3](=[O:20])[N:4]([C:8](=[O:9])[c:10]2[cH:11][cH:12][cH:13][c:14]3[cH:15][cH:16][cH:17][cH:18][c:19]23)[C:5](=[O:7])[NH:6]1.[CH3:39][CH2:40][O:41][C:42](=[O:43])[CH3:44].[H-:27].[Na+:28].[O:45]=[CH:46][N:47]([CH3:48])[CH3:49]>>[CH3:1][C:2]1([c:21]2[cH:22][cH:23][cH:24][cH:25][cH:26]2)[C:3](=[O:20])[N:4]([C:8](=[O:9])[c:10]2[cH:11][cH:12][cH:13][c:14]3[cH:15][cH:16][cH:17][cH:18][c:19]23)[C:5](=[O:7])[N:6]1[CH2:30][C:31](=[O:32])[c:33]1[cH:34][cH:35][cH:36][cH:37][cH:38]1.